This data is from the Open Reaction Database (ORD), a public repository of structured organic reaction records. The task is: describe an organic reaction: reactants, conditions, products, and yield Starting materials: ClC1=CC=CC2=C1C(N1[C@H](C=3N2C=NC3C3=NOC(=N3)CCl)CC1)=O ((S)-8-chloro-1-(5-chloromethyl-1,2,4-oxadiazol-3-yl)-12,12a-dihydro-9H,11H-azeto[2,1-c]imidazo[1,5-a][1,4]benzodiazepin-9-one), CC1NC(CCC1)C (2,6-dimethylpiperidine). Solvent: CN(C=O)C (N,N-dimethylformamide). Product: ClC1=CC=CC2=C1C(N1[C@H](C=3N2C=NC3C3=NOC(=N3)CN3C(CCCC3C)C)CC1)=O ((S)-8-chloro-1-[5-(2,6-dimethylpiperidin-1-yl)methyl-1,2,4-oxadiazol-3-yl]-12,12a-dihydro-9H,11H-azeto[2,1-c]imidazo[1,5-a][1,4]benzodiazepin-9-one). Yield: 61.1%. As a reaction SMILES: [Cl:1][C:2]1[C:7]2[C:8](=[O:25])[N:9]3[CH2:24][CH2:23][C@H:10]3[C:11]3[N:12]([CH:13]=[N:14][C:15]=3[C:16]3[N:20]=[C:19]([CH2:21]Cl)[O:18][N:17]=3)[C:6]=2[CH:5]=[CH:4][CH:3]=1.[CH3:26][CH:27]1[CH2:32][CH2:31][CH2:30][CH:29]([CH3:33])[NH:28]1>CN(C)C=O>[Cl:1][C:2]1[C:7]2[C:8](=[O:25])[N:9]3[CH2:24][CH2:23][C@H:10]3[C:11]3[N:12]([CH:13]=[N:14][C:15]=3[C:16]3[N:20]=[C:19]([CH2:21][N:28]4[CH:29]([CH3:33])[CH2:30][CH2:31][CH2:32][CH:27]4[CH3:26])[O:18][N:17]=3)[C:6]=2[CH:5]=[CH:4][CH:3]=1. Procedure: 1.13 g (3 mmol) of (S)-8-chloro-1-(5-chloromethyl-1,2,4-oxadiazol-3-yl)-12,12a-dihydro-9H,11H-azeto[2,1-c]imidazo[1,5-a][1,4]benzodiazepin-9-one were stirred at 70° for 4 hours with 2 g (17 mmol) of 2,6-dimethylpiperidine and 15 ml of N,N-dimethylformamide. By evaporation of the reaction mixture and chromatography of the residue on silica gel while eluting with ethyl acetate/methanol 9/1 there was obtained 0.83 g (61%) of (S)-8-chloro-1-[5-(2,6-dimethylpiperidin-1-yl)methyl-1,2,4-oxadiazol-3-yl]... Starting materials: NCc1ccccc1, O, Cc1ccc(S(=O)(=O)Cl)cc1, c1ccncc1. Yields the product Cc1ccc(S(=O)(=O)NCc2ccccc2)cc1. As a reaction SMILES: [NH2:1][CH2:2][c:3]1[cH:4][cH:5][cH:6][cH:7][cH:8]1.[OH2:20].[c:9]1([CH3:19])[cH:10][cH:11][c:12]([S:15](=[O:16])(=[O:17])[Cl:18])[cH:13][cH:14]1.[cH:21]1[cH:22][cH:23][n:24][cH:25][cH:26]1>>[NH:1]([CH2:2][c:3]1[cH:4][cH:5][cH:6][cH:7][cH:8]1)[S:15]([c:12]1[cH:11][cH:10][c:9]([CH3:19])[cH:14][cH:13]1)(=[O:16])=[O:17]. Reactants: N1(C=NC=C1)C1=CC=C(C(=O)C=2NC(NC2C)=O)C=C1 (1,3-Dihydro-4-[4-(1H-imidazol-1-yl)benzoyl]-5-methyl-2H-imidazol-2-one), C=O (formaldehyde). Conditions: temperature 120 celsius, time 18 hour. Product: OCC=1N(C=CN1)C1=CC=C(C(=O)C=2NC(NC2C)=O)C=C1 (1,3-Dihydro-4-[4-[2-(hydroxymethyl)-1H-imidazol-1-yl]benzoyl]-5-methyl-2H-imidazol-2-one). RXN SMILES: [N:1]1([C:6]2[CH:20]=[CH:19][C:9]([C:10]([C:12]3[NH:13][C:14](=[O:18])[NH:15][C:16]=3[CH3:17])=[O:11])=[CH:8][CH:7]=2)[CH:5]=[CH:4][N:3]=[CH:2]1.[CH2:21]=[O:22]>>[OH:22][CH2:21][C:2]1[N:1]([C:6]2[CH:20]=[CH:19][C:9]([C:10]([C:12]3[NH:13][C:14](=[O:18])[NH:15][C:16]=3[CH3:17])=[O:11])=[CH:8][CH:7]=2)[CH:5]=[CH:4][N:3]=1. Procedure details: 1,3-Dihydro-4-[4-(1H-imidazol-1-yl)benzoyl]-5-methyl-2H-imidazol-2-one (5.85 g, 21.8 mmol) (Example I) is combined in a pressure tube containing a magnetic stir bar with 37% aqueous formaldehyde (300 mL) and the mixture heated with stirring at 120° C. for 18 hr. The mixture is cooled, the tube opened and the solution evaporated in vacuo. Chromatography of the residue on silica gel affords the title compound. Starting materials: NC=1C(=CC(=C(C1)N1N=NN(C1=O)CCCF)F)Cl (1-(5-amino-4-chloro-2-fluorophenyl)-1,4-dihydro-4-(3-fluoropropyl)-5H-tetrazol-5-one), ice, Cl (hydrochloric acid), C(C=C)(=O)OCC (ethyl acrylate), N(=O)OC(C)(C)C (tert-butyl nitrite). Reagents/catalysts: [Cu](Cl)Cl (copper (II) chloride). Run in C(C)#N (acetonitrile), C(C)#N (acetonitrile). Reaction conditions: time 5 hour. The product is ClC(C(=O)OCC)CC1=C(C=C(C(=C1)N1N=NN(C1=O)CCCF)F)Cl (ethyl 2-chloro-3-[2-chloro-4-fluoro-5-[4-(3-fluoropropyl)-1,4-dihydro-5-oxo-5H-tetrazol-1-yl]phenyl]propionate). As a reaction SMILES: [C:1]([O:5][CH2:6][CH3:7])(=[O:4])[CH:2]=[CH2:3].N(OC(C)(C)C)=O.N[C:16]1[C:17]([Cl:33])=[CH:18][C:19]([F:32])=[C:20]([N:22]2[C:26](=[O:27])[N:25]([CH2:28][CH2:29][CH2:30][F:31])[N:24]=[N:23]2)[CH:21]=1.[ClH:34]>C(#N)C.[Cu](Cl)Cl>[Cl:34][CH:2]([CH2:3][C:16]1[CH:21]=[C:20]([N:22]2[C:26](=[O:27])[N:25]([CH2:28][CH2:29][CH2:30][F:31])[N:24]=[N:23]2)[C:19]([F:32])=[CH:18][C:17]=1[Cl:33])[C:1]([O:5][CH2:6][CH3:7])=[O:4]. Reported procedure: To an ice cold, stirred mixture of 5.54 g (0.0553 mole) of ethyl acrylate, 10 mL of acetonitrile, 0.43 g (0.0042 mole) of tert-butyl nitrite, and 0.45 g (0.0033 mole) of copper (II) chloride was added a solution of 0.80 g (0.0028 mole) of 1-(5-amino-4-chloro-2-fluorophenyl)-1,4-dihydro-4-(3-fluoropropyl)-5H-tetrazol-5-one (which may be prepared as described in International patent publication WO 87/03873, Example 1 A-E) in 10 mL of acetonitrile. The reaction mixture was stirred at room temperatu... Reactants: C(C)OC=1C=C(C=NC1OCC1=CC=C(C=C1)OC)C1=CC(=C(C=C1)CC(=O)O)F (2-(4-(5-ethoxy-6-((4-methoxybenzyl)oxy)pyridin-3-yl)-2-fluorophenyl)acetic acid), O1CCN(CC1)CCOC=1C=C(N)C=C(C1)C(F)(F)F (3-(2-morpholinoethoxy)-5-(trifluoromethyl)aniline), C(CC)P1(OP(OP(O1)(=O)CCC)(=O)CCC)=O (T3P). Run in N1=CC=CC=C1 (pyridine), CC(OCC)=O (EA). Run at temperature 25 celsius, time 1 hour. Yields the product C(C)OC=1C=C(C=NC1OCC1=CC=C(C=C1)OC)C1=CC(=C(C=C1)CC(=O)NC1=CC(=CC(=C1)C(F)(F)F)OCCN1CCOCC1)F (2-(4-(5-ethoxy-6-((4-methoxybenzyl)oxy)pyridin-3-yl)-2-fluorophenyl)-N-(3-(2-morpholinoethoxy)-5-(trifluoromethyl)phenyl)acetamide). The yield is 64.5%. Reaction SMILES: [CH2:1]([O:3][C:4]1[CH:5]=[C:6]([C:20]2[CH:25]=[CH:24][C:23]([CH2:26][C:27]([OH:29])=O)=[C:22]([F:30])[CH:21]=2)[CH:7]=[N:8][C:9]=1[O:10][CH2:11][C:12]1[CH:17]=[CH:16][C:15]([O:18][CH3:19])=[CH:14][CH:13]=1)[CH3:2].[O:31]1[CH2:36][CH2:35][N:34]([CH2:37][CH2:38][O:39][C:40]2[CH:41]=[C:42]([CH:44]=[C:45]([C:47]([F:50])([F:49])[F:48])[CH:46]=2)[NH2:43])[CH2:33][CH2:32]1.C(P1(=O)OP(CCC)(=O)OP(CCC)(=O)O1)CC>N1C=CC=CC=1.CC(=O)OCC>[CH2:1]([O:3][C:4]1[CH:5]=[C:6]([C:20]2[CH:25]=[CH:24][C:23]([CH2:26][C:27]([NH:43][C:42]3[CH:44]=[C:45]([C:47]([F:49])([F:50])[F:48])[CH:46]=[C:40]([O:39][CH2:38][CH2:37][N:34]4[CH2:33][CH2:32][O:31][CH2:36][CH2:35]4)[CH:41]=3)=[O:29])=[C:22]([F:30])[CH:21]=2)[CH:7]=[N:8][C:9]=1[O:10][CH2:11][C:12]1[CH:17]=[CH:16][C:15]([O:18][CH3:19])=[CH:14][CH:13]=1)[CH3:2]. Procedure: To a mixture of 2-(4-(5-ethoxy-6-((4-methoxybenzyl)oxy)pyridin-3-yl)-2-fluorophenyl)acetic acid (70.9 mg, 0.172 mmol) and 3-(2-morpholinoethoxy)-5-(trifluoromethyl)aniline (50 mg, 0.172 mmol) in pyridine (5 mL) was added T3P® (50% in EA, 0.3 mL) dropwise and the mixture was stirred at 25° C. for 1 h. The mixture was quenched with cold water (20 mL), extracted with DCM/MeOH (10:1, v/v, 20 mL×3). The organic layer was dried over Na2SO4 and concentrated to give an off white solid of 2-(4-(5-ethoxy-... Starting materials: C(C1=CC=C(C=O)C=C1)=O (terephthalaldehyde), [BH4-].[Na+] (sodium borohydride), crude product. Solvent: C(C)O (ethanol). The product is OCC1=CC=C(C=O)C=C1 (p-(hydroxymethyl)benzaldehyde). Isolated yield 50.7%. Reaction SMILES: [CH:1](=[O:10])[C:2]1[CH:9]=[CH:8][C:5]([CH:6]=[O:7])=[CH:4][CH:3]=1.[BH4-].[Na+]>C(O)C>[OH:10][CH2:1][C:2]1[CH:9]=[CH:8][C:5]([CH:6]=[O:7])=[CH:4][CH:3]=1 |f:1.2|. Procedure: First, 2.06 g of terephthalaldehyde and 20 ml of ethanol were placed in a reaction vessel, to which 0.15 g of sodium borohydride was slowly added with stirring under ice cooling. After stirring at room temperature for 12 hours, the ethanol was evaporated. The residue was poured into diluted hydrochloric acid, and extracted with ethyl acetate. The ethyl acetate layer was washed twice with water, dried over anhydrous magnesium sulfate, and concentrated to give a crude product. This crude product w...